This data is from the Open Reaction Database (ORD), a public repository of structured organic reaction records. The task is: describe an organic reaction: reactants, conditions, products, and yield Starting materials: Cl.C12C(C3CC(CC(C1)C3)C2)CN ((2-Adamantylmethyl)amine hydrochloride salt), C(C)(=O)O[BH-](OC(C)=O)OC(C)=O.[Na+] (sodium triacetoxyborohydride), CC1(CCC(C(C1)CN1CCN(CC1)C1=CC=C(C(=O)OCC)C=C1)=O)C (ethyl 4-(4-((5,5-dimethyl-2-oxocyclohexyl)methyl)piperazin-1-yl)benzoate), C(C)(=O)[O-].[Na+] (sodium acetate). The solvent is ClC(C)Cl (dichloroethane). Conditions: time 20 minute. Yields the product C12C(C3CC(CC(C1)C3)C2)CNC2C(CC(CC2)(C)C)CN2CCN(CC2)C2=CC=C(C(=O)OCC)C=C2 (Ethyl 4-[4-({2-[(adamantan-2-ylmethyl)amino]-5,5-dimethylcyclohexyl}methyl)piperazin-1-yl]benzoate). Reaction SMILES: Cl.[CH:2]12[CH2:11][CH:6]3[CH2:7][CH:8]([CH2:10][CH:4]([CH2:5]3)[CH:3]1[CH2:12][NH2:13])[CH2:9]2.[CH3:14][C:15]1([CH3:40])[CH2:20][CH:19]([CH2:21][N:22]2[CH2:27][CH2:26][N:25]([C:28]3[CH:38]=[CH:37][C:31]([C:32]([O:34][CH2:35][CH3:36])=[O:33])=[CH:30][CH:29]=3)[CH2:24][CH2:23]2)[C:18](=O)[CH2:17][CH2:16]1.C([O-])(=O)C.[Na+].C(O[BH-](OC(=O)C)OC(=O)C)(=O)C.[Na+]>ClC(Cl)C>[CH:2]12[CH2:11][CH:6]3[CH2:7][CH:8]([CH2:10][CH:4]([CH2:5]3)[CH:3]1[CH2:12][NH:13][CH:18]1[CH2:17][CH2:16][C:15]([CH3:40])([CH3:14])[CH2:20][CH:19]1[CH2:21][N:22]1[CH2:23][CH2:24][N:25]([C:28]3[CH:38]=[CH:37][C:31]([C:32]([O:34][CH2:35][CH3:36])=[O:33])=[CH:30][CH:29]=3)[CH2:26][CH2:27]1)[CH2:9]2 |f:0.1,3.4,5.6|. Procedure: (2-Adamantylmethyl)amine hydrochloride salt (195 mg), ethyl 4-(4-((5,5-dimethyl-2-oxocyclohexyl)methyl)piperazin-1-yl)benzoate (200 mg) and sodium acetate (44 mg) were suspended in anhydrous dichloroethane. The reaction mixture was stirred at room temperature for 20 minutes, followed by the addition of sodium triacetoxyborohydride (228 mg). The reaction mixture was stirred at room temperature overnight. The reaction was quenched with saturated NaHCO3 aqueous solution. The reaction mixture was ex... Reaction SMILES: [CH3:29][CH2:30][OH:31].[ClH:34].[K+:33].[O:1]([C:2](=[O:3])[N:10]1[CH2:11][CH2:12][C:13]2([CH2:14][CH2:15]1)[c:16]1[cH:17][cH:18][cH:19][cH:20][c:21]1[O:22][c:23]1[cH:24][cH:25][cH:26][cH:27][c:28]12)[c:4]1[cH:5][cH:6][cH:7][cH:8][cH:9]1.[OH-:32].[OH2:35]>>[ClH:34].[NH:10]1[CH2:11][CH2:12][C:13]2([CH2:14][CH2:15]1)[c:16]1[cH:17][cH:18][cH:19][cH:20][c:21]1[O:22][c:23]1[cH:24][cH:25][cH:26][cH:27][c:28]12. The reactants are CCO, Cl, [K+], O=C(Oc1ccccc1)N1CCC2(CC1)c1ccccc1Oc1ccccc12, [OH-], O. Product: Cl, c1ccc2c(c1)Oc1ccccc1C21CCNCC1. The reactants are C([O-])([O-])=O.[K+].[K+] (potassium carbonate), IC=1C=C2C(C(=CN(C2=CC1)[C@H]1CNCC1)C(=O)OCC)=O ((R)-ethyl 6-iodo-4-oxo-1-(pyrrolidin-3-yl)-1,4-dihydroquinoline-3-carboxylate), IC=1C=C2C(C(=CN(C2=CC1)[C@H]1CNCC1)C(=O)OCC)=O ((R)-ethyl 6-iodo-4-oxo-1-(pyrrolidin-3-yl)-1,4-dihydroquinoline-3-carboxylate), IC (iodomethane). Solvent: C1CCOC1 (THF). Reaction conditions: temperature 60 celsius, time 1 day. The product is IC=1C=C2C(C(=CN(C2=CC1)[C@H]1CN(CC1)C)C(=O)OCC)=O ((R)-ethyl 6-iodo-1-(1-methylpyrrolidin-3-yl)-4-oxo-1,4-dihydroquinoline-3-carboxylate). The yield is 97.3%. RXN SMILES: [I:1][C:2]1[CH:3]=[C:4]2[C:9](=[CH:10][CH:11]=1)[N:8]([C@@H:12]1[CH2:16][CH2:15][NH:14][CH2:13]1)[CH:7]=[C:6]([C:17]([O:19][CH2:20][CH3:21])=[O:18])[C:5]2=[O:22].IC.[C:25](=O)([O-])[O-].[K+].[K+]>C1COCC1>[I:1][C:2]1[CH:3]=[C:4]2[C:9](=[CH:10][CH:11]=1)[N:8]([C@@H:12]1[CH2:16][CH2:15][N:14]([CH3:25])[CH2:13]1)[CH:7]=[C:6]([C:17]([O:19][CH2:20][CH3:21])=[O:18])[C:5]2=[O:22] |f:2.3.4|. Reported procedure: To a solution of (R)-ethyl 6-iodo-4-oxo-1-(pyrrolidin-3-yl)-1,4-dihydroquinoline-3-carboxylate (Intermediate 110, 282 mg, 0.68 mmol, 1 equiv.) in THF (7 mL) was added iodomethane (0.0471 mL, 0.75 mmol, 1.1 equiv.) followed by potassium carbonate (378 mg, 2.74 mmol, 4 equiv.). This was stirred at 60° C. for 1 d. The reaction mixture was cooled to room temperature and partitioned between ethyl acetate (10 mL) and water (10 mL). The aqueous layer was extracted with ethyl acetate (2×10 mL), and the ... Starting materials: BrB(Br)Br, COc1ccc2c(c1)CC2C#N, ClCCl. Yields the product N#CC1Cc2cc(O)ccc21. As a reaction SMILES: [B:13]([Br:14])([Br:15])[Br:16].[CH3:1][O:2][c:3]1[cH:4][c:5]2[c:8]([cH:9][cH:10]1)[CH:7]([C:11]#[N:12])[CH2:6]2.[Cl:17][CH2:18][Cl:19]>>[OH:2][c:3]1[cH:4][c:5]2[c:8]([cH:9][cH:10]1)[CH:7]([C:11]#[N:12])[CH2:6]2. Reactants: CC1CCC(C(C1)N)C(C)C (neomenthylamine), C1(CC(C(CC1)C(C)C)N)C (menthylamine), CC1CCC(C(C1)N)C(C)C (neomenthylamine), COC=1C=C(C(=O)Cl)C=CC1OC (3,4-dimethoxybenzoylchloride). Yields the product C(C)(C)[C@H]1[C@H](C[C@@H](CC1)C)NC(C1=CC(=C(C=C1)OC)OC)=O.C(C)(C)[C@@H]1[C@@H](C[C@H](CC1)C)NC(C1=CC(=C(C=C1)OC)OC)=O (N-((1S,2S,5R)-2-Isopropyl-5-methylcyclohexyl)-3,4-di-methoxybenzamide N-((1R,2R,5S)-2-isopropyl-5-methylcyclohexyl)-3,4-di-methoxybenzamide). As a reaction SMILES: [CH3:1][CH:2]1[CH2:7][CH:6]([NH2:8])[CH:5]([CH:9]([CH3:11])[CH3:10])[CH2:4][CH2:3]1.[CH3:12][O:13][C:14]1[CH:15]=[C:16]([CH:20]=[CH:21][C:22]=1[O:23][CH3:24])[C:17](Cl)=[O:18]>>[CH:9]([C@@H:5]1[CH2:4][CH2:3][C@@H:2]([CH3:1])[CH2:7][C@@H:6]1[NH:8][C:17](=[O:18])[C:16]1[CH:20]=[CH:21][C:22]([O:23][CH3:24])=[C:14]([O:13][CH3:12])[CH:15]=1)([CH3:11])[CH3:10].[CH:9]([C@H:5]1[CH2:4][CH2:3][C@H:2]([CH3:1])[CH2:7][C@H:6]1[NH:8][C:17](=[O:18])[C:16]1[CH:20]=[CH:21][C:22]([O:23][CH3:24])=[C:14]([O:13][CH3:12])[CH:15]=1)([CH3:11])[CH3:10] |f:2.3|. Procedure: The aforementioned product is obtained as a colorless solid containing in total 97.8% of the desired neomenthylamine derivatives from racemic neomenthylamine, as in the GP, by reaction with 3,4-dimethoxybenzoylchloride. Furthermore, two further isomeric menthylamine derivatives are present at 1.3% and 0.9%, corresponding to a purity over all stereoisomers of 100.0%. Solvent: CN(C)C=O (DMF). As a reaction SMILES: Br[CH2:2][CH2:3][O:4][C:5]1[CH:10]=[C:9]([Cl:11])[CH:8]=[C:7]([Cl:12])[CH:6]=1.[C:13]1(=[O:23])[NH:17][C:16](=[O:18])[C:15]2=[CH:19][CH:20]=[CH:21][CH:22]=[C:14]12.[K].C(Cl)(Cl)Cl>CN(C=O)C>[Cl:12][C:7]1[CH:6]=[C:5]([CH:10]=[C:9]([Cl:11])[CH:8]=1)[O:4][CH2:3][CH2:2][N:17]1[C:13](=[O:23])[C:14]2[C:15](=[CH:19][CH:20]=[CH:21][CH:22]=2)[C:16]1=[O:18] |f:1.2,^1:23|. The reactants are BrCCOC1=CC(=CC(=C1)Cl)Cl (1-(2-bromo-ethoxy)-3,5-dichloro-benzene), C1(C=2C(C(N1)=O)=CC=CC2)=O.[K] (potassium phthalimide), C(Cl)(Cl)Cl (chloroform). The yield is 73.6%. Yields the product ClC=1C=C(OCCN2C(C3=CC=CC=C3C2=O)=O)C=C(C1)Cl (2-[2-(3,5-Dichloro-phenoxy)-ethyl]-isoindole-1 3-dione). Reported procedure: A solution of 1-(2-bromo-ethoxy)-3,5-dichloro-benzene (2.41 g, 8.93 mmol) and potassium phthalimide (2.00 g, 10.64 mmol) in DMF (7.6 mL) was heated at 85° C. for 1 h. The reaction was cooled to room temperature and chloroform was added. The organic solution was washed with 0.2 N aqueous NaOH followed by water. The organic solution was dried (Na2SO4), filtered, and concentrated. The residue was suspended in Et2O and the solid was collected by filtration to provide the title compound (2.21 g). 1HN... The reactants are COc1cc2c(Oc3ccc(Br)cc3F)ncnc2cc1OCCCNC(=O)OC(C)(C)C, O=C(O)C(F)(F)F. The product is COc1cc2c(Oc3ccc(Br)cc3F)ncnc2cc1OCCCN. Reaction SMILES: [Br:1][c:2]1[cH:3][c:4]([F:33])[c:5]([O:6][c:7]2[n:8][cH:9][n:10][c:11]3[cH:12][c:13]([O:19][CH2:20][CH2:21][CH2:22][NH:23][C:24]([O:25][C:26]([CH3:27])([CH3:28])[CH3:29])=[O:30])[c:14]([O:17][CH3:18])[cH:15][c:16]23)[cH:31][cH:32]1.[OH:34][C:35]([C:36]([F:37])([F:38])[F:39])=[O:40]>>[Br:1][c:2]1[cH:3][c:4]([F:33])[c:5]([O:6][c:7]2[n:8][cH:9][n:10][c:11]3[cH:12][c:13]([O:19][CH2:20][CH2:21][CH2:22][NH2:23])[c:14]([O:17][CH3:18])[cH:15][c:16]23)[cH:31][cH:32]1.